Dataset: the Open Reaction Database (ORD), a public repository of structured organic reaction records. Task: describe an organic reaction: reactants, conditions, products, and yield Starting materials: C([O-])(O)=O.[Na+] (sodium bicarbonate), CCOC(=O)C (EtOAc), C1(CC1)C1=CC(=NN1)NC=1C(=C(C(=CC1N)F)N[C@@H](C)C1=CC=C(C=C1)F)F ((S)-N3-(5-Cyclopropyl-1H-pyrazol-3-yl)-2,6-difluoro-N1-(1-(4-fluorophenyl)ethyl)benzene-1,3,4-triamine), C(C)(=O)O.C(=N)N (formamidine acetate). The solvent is CCO (EtOH). Product: C1(CC1)C1=CC(=NN1)N1C=NC2=C1C(=C(C(=C2)F)N[C@@H](C)C2=CC=C(C=C2)F)F (3-(5-Cyclopropyl-1H-pyrazol-3-yl)-4,6-difluoro-N-((S)-1-(4-fluorophenyl)ethyl)-3H-benzo[d]imidazol-5-amine), solid. The yield is 42.0%. As a reaction SMILES: [CH:1]1([C:4]2[NH:8][N:7]=[C:6]([NH:9][C:10]3[C:11]([F:28])=[C:12]([NH:18][C@H:19]([C:21]4[CH:26]=[CH:25][C:24]([F:27])=[CH:23][CH:22]=4)[CH3:20])[C:13]([F:17])=[CH:14][C:15]=3[NH2:16])[CH:5]=2)[CH2:3][CH2:2]1.[C:29](O)(=O)C.C(N)=N.C(=O)(O)[O-].[Na+].CCOC(C)=O>CCO>[CH:1]1([C:4]2[NH:8][N:7]=[C:6]([N:9]3[C:10]4[C:11]([F:28])=[C:12]([NH:18][C@H:19]([C:21]5[CH:22]=[CH:23][C:24]([F:27])=[CH:25][CH:26]=5)[CH3:20])[C:13]([F:17])=[CH:14][C:15]=4[N:16]=[CH:29]3)[CH:5]=2)[CH2:3][CH2:2]1 |f:1.2,3.4|. Procedure details: (S)-N3-(5-Cyclopropyl-1H-pyrazol-3-yl)-2,6-difluoro-N1-(1-(4-fluorophenyl)ethyl)benzene-1,3,4-triamine (Method 101, 0.278 g, 0.718 mmol) and formamidine acetate (0.149 g, 1.44 mmol) in EtOH (10 ml) was heated at reflux for 1 hour. Saturated sodium bicarbonate solution (5 ml) and EtOAc (15 ml) were added. The organic layer was separated, washed with brine (3 ml) and dried over sodium sulfate. The solvent was removed under reduced pressure and the residue was purified by chromatography (Hex-EtOAc=... The reactants are CCOC(C)=O, Cc1cc(C(=O)NC(CCC(=O)N2CCCC2CNC(=O)OC(C)(C)C)c2nc3cc(Cl)ccc3[nH]2)ccc1C(=O)N1CCCC1, Cl, O=C(O)C(F)(F)F. Yields the product Cc1cc(C(=O)NC(CCC(=O)N2CCCC2CN)c2nc3cc(Cl)ccc3[nH]2)ccc1C(=O)N1CCCC1. Reaction SMILES: [CH3:55][CH2:56][O:57][C:58](=[O:59])[CH3:60].[Cl:1][c:2]1[cH:3][c:4]2[c:5]([nH:6][c:7]([CH:9]([CH2:10][CH2:11][C:12](=[O:13])[N:14]3[CH:15]([CH2:19][NH:20][C:21]([O:22][C:23]([CH3:24])([CH3:25])[CH3:26])=[O:27])[CH2:16][CH2:17][CH2:18]3)[NH:28][C:29]([c:30]3[cH:31][c:32]([CH3:43])[c:33]([C:36](=[O:37])[N:38]4[CH2:39][CH2:40][CH2:41][CH2:42]4)[cH:34][cH:35]3)=[O:44])[n:8]2)[cH:45][cH:46]1.[Cl:54].[OH:47][C:48]([C:49]([F:50])([F:51])[F:52])=[O:53]>>[Cl:1][c:2]1[cH:3][c:4]2[c:5]([nH:6][c:7]([CH:9]([CH2:10][CH2:11][C:12](=[O:13])[N:14]3[CH:15]([CH2:19][NH2:20])[CH2:16][CH2:17][CH2:18]3)[NH:28][C:29]([c:30]3[cH:31][c:32]([CH3:43])[c:33]([C:36](=[O:37])[N:38]4[CH2:39][CH2:40][CH2:41][CH2:42]4)[cH:34][cH:35]3)=[O:44])[n:8]2)[cH:45][cH:46]1. Reactants: CC(C)(C)OC(=O)NCCCC(CCO)NC(=O)OCc1ccccc1, CCO. Yields the product CC(C)(C)OC(=O)NCCCC(N)CCO. As a reaction SMILES: [C:1]([CH3:2])([CH3:3])([CH3:4])[O:5][C:6](=[O:7])[NH:8][CH2:9][CH2:10][CH2:11][CH:12]([CH2:13][CH2:14][OH:15])[NH:16][C:17](=[O:18])[O:19][CH2:20][c:21]1[cH:22][cH:23][cH:24][cH:25][cH:26]1.[CH3:27][CH2:28][OH:29]>>[C:1]([CH3:2])([CH3:3])([CH3:4])[O:5][C:6](=[O:7])[NH:8][CH2:9][CH2:10][CH2:11][CH:12]([CH2:13][CH2:14][OH:15])[NH2:16]. Reaction SMILES: [Cl:1][C:2]1[CH:7]=[CH:6][C:5]([C:8]2[C:12]3[CH:13]=[CH:14][C:15]([C:17]#[C:18][CH2:19][CH2:20][OH:21])=[CH:16][C:11]=3[S:10][N:9]=2)=[CH:4][CH:3]=1.[CH3:22][S:23](Cl)(=[O:25])=[O:24]>>[Cl:1][C:2]1[CH:3]=[CH:4][C:5]([C:8]2[C:12]3[CH:13]=[CH:14][C:15]([C:17]#[C:18][CH2:19][CH2:20][O:21][S:23]([CH3:22])(=[O:25])=[O:24])=[CH:16][C:11]=3[S:10][N:9]=2)=[CH:6][CH:7]=1. Reported procedure: In analogy to example 15.1, 4-[3-(4-Chloro-phenyl)-benzo[d]isothiazol-6-yl]-but-3-yn-1-ol and methane sulfonyl chloride were converted to yield Methanesulfonic acid 4-[3-(4-chloro-phenyl)-benzo[d]isothiazol-6-yl]-but-3-ynyl ester as a light yellow oil, MS: 391 (M, 1Cl). Product: ClC1=CC=C(C=C1)C1=NSC2=C1C=CC(=C2)C#CCCOS(=O)(=O)C (Methanesulfonic acid 4-[3-(4-chloro-phenyl)-benzo[d]isothiazol-6-yl]-but-3-ynyl ester). Starting materials: ClC1=CC=C(C=C1)C1=NSC2=C1C=CC(=C2)C#CCCO (4-[3-(4-Chloro-phenyl)-benzo[d]isothiazol-6-yl]-but-3-yn-1-ol), CS(=O)(=O)Cl (methane sulfonyl chloride). Starting materials: CC1(CN(CCC1)C(=O)C1N(C(C(C1)C(=O)OC)C1=C(C=CC=C1)F)C(CNC(=O)NC1=CC(=CC=C1)CC(=O)OC)=O)C (methyl (2RS,4RS,5SR)-2-(3,3-dimethylpiperidinocarbonyl)-5-(2-fluorophenyl)-1-{2-[3-(3-(methoxycarbonylmethyl)phenyl)ureido]acetyl}pyrrolidine-4-carboxylate), [OH-].[K+] (potassium hydroxide). Run in O (water), CO (methanol). The product is C(=O)(O)CC=1C=C(C=CC1)NC(NCC(=O)N1C(CC(C1C1=C(C=CC=C1)F)C(=O)O)C(=O)N1CC(CCC1)(C)C)=O ((2RS,4SR,5SR)-1-{2-[3-(3-(carboxymethyl)phenyl)ureido]acetyl}-2-(3,3-dimethylpiperidinocarbonyl)-5-(2-fluorophenyl)pyrrolidine-4-carboxylic acid). Yield: 36.0%. RXN SMILES: [CH3:1][C:2]1([CH3:44])[CH2:7][CH2:6][CH2:5][N:4]([C:8]([CH:10]2[CH2:14][CH:13]([C:15]([O:17]C)=[O:16])[CH:12]([C:19]3[CH:24]=[CH:23][CH:22]=[CH:21][C:20]=3[F:25])[N:11]2[C:26](=[O:43])[CH2:27][NH:28][C:29]([NH:31][C:32]2[CH:37]=[CH:36][CH:35]=[C:34]([CH2:38][C:39]([O:41]C)=[O:40])[CH:33]=2)=[O:30])=[O:9])[CH2:3]1.[OH-].[K+]>O.CO>[C:39]([CH2:38][C:34]1[CH:33]=[C:32]([NH:31][C:29](=[O:30])[NH:28][CH2:27][C:26]([N:11]2[CH:12]([C:19]3[CH:24]=[CH:23][CH:22]=[CH:21][C:20]=3[F:25])[CH:13]([C:15]([OH:17])=[O:16])[CH2:14][CH:10]2[C:8]([N:4]2[CH2:5][CH2:6][CH2:7][C:2]([CH3:1])([CH3:44])[CH2:3]2)=[O:9])=[O:43])[CH:37]=[CH:36][CH:35]=1)([OH:41])=[O:40] |f:1.2|. Procedure: A The reaction is carried out in a way analogous to that described in Example 3, but from 1.6 g of methyl (2RS,4RS,5SR)-2-(3,3-dimethylpiperidinocarbonyl)-5-(2-fluorophenyl)-1-{2-[3-(3-(methoxycarbonylmethyl)phenyl)ureido]acetyl}pyrrolidine-4-carboxylate and 0.3 g of potassium hydroxide in a mixture of 20 cm3 of distilled water and 40 cm3 of methanol. After treatment, there is obtained 0.55 g of (2RS,4SR,5SR)-1-{2-[3-(3-(carboxymethyl)phenyl)ureido]acetyl}-2-(3,3-dimethylpiperidinocarbonyl)-5-(2...